Dataset: the Open Reaction Database (ORD), a public repository of structured organic reaction records. Task: describe an organic reaction: reactants, conditions, products, and yield The solvent is C1=CC=CC=C1 (benzene). Yield: 69.6%. Conditions: time 1 hour. Starting materials: FC1=C(C=C(C(=C1)Cl)OC1CCCC1)N1C(C2=C(C1=O)CCCC2)=O (N-(2-Fluoro-4-chloro-5-cyclopentyloxyphenyl)-3,4,5,6-tetrahydrophthalimide), C(C)N (ethylamine). Reaction SMILES: [F:1][C:2]1[CH:7]=[C:6]([Cl:8])[C:5]([O:9][CH:10]2[CH2:14][CH2:13][CH2:12][CH2:11]2)=[CH:4][C:3]=1[N:15]1[C:19](=[O:20])[C:18]2[CH2:21][CH2:22][CH2:23][CH2:24][C:17]=2[C:16]1=[O:25].[CH2:26]([NH2:28])[CH3:27]>C1C=CC=CC=1>[F:1][C:2]1[CH:7]=[C:6]([Cl:8])[C:5]([O:9][CH:10]2[CH2:14][CH2:13][CH2:12][CH2:11]2)=[CH:4][C:3]=1[NH:15][C:16](=[O:25])[C:17]1[CH2:24][CH2:23][CH2:22][CH2:21][C:18]=1[C:19]([NH:28][CH2:26][CH3:27])=[O:20]. Reported procedure: N-(2-Fluoro-4-chloro-5-cyclopentyloxyphenyl)-3,4,5,6-tetrahydrophthalimide (0.500 g, 1.37 mmol), and benzene (30 ml) as a solvent were placed into a round bottom flask (50 cc) and, after blowing ethylamine (0.900 g, 20.0 mmol) thereinto, the mixture was stirred at room temperature for 1 hour. After completion of the reaction, the solvent was distilled off under reduced pressure, and the precipitated crystals were isolated by filtration. The crystals were washed with hexane and dried to obtain N-... The product is FC1=C(C=C(C(=C1)Cl)OC1CCCC1)NC(C1=C(C(=O)NCC)CCCC1)=O (N-(2-fluoro-4-chloro-5-cyclopentyloxyphenyl)-N'-ethyl-3,4,5,6-tetrahydrophthalamide). Starting materials: S(=S)(=O)([O-])[O-].[Na+].[Na+] (sodium thiosulphate), FF (fluorine), four, FF (fluorine), FC(C(=O)[O-])(F)F.[Na+] (sodium trifluoroacetate), [F-].[Na+] (sodium fluoride), C(C)(=O)O[C@@H]1C[C@@H]2CC[C@H]3[C@@H]4C[C@@H]([C@](C(C)=O)([C@]4(CC[C@@H]3[C@]2(CC1)C)C)O)C (3β-Acetoxy-17α-hydroxy-16β-methyl-5α-pregnan-20-one), C(C)(=O)OC(C)=O (acetic anhydride). Run in FC(Cl)(Cl)Cl (fluorotrichloromethane), C(Cl)(Cl)Cl (chloroform), N1=CC=CC=C1 (pyridine). Product: C(C)(=O)O[C@@H]1C[C@@H]2CC[C@H]3[C@@H]4C[C@@H]([C@](C(C)=O)([C@]4(CC[C@@]3([C@]2(CC1)C)F)C)O)C (3β-acetoxy-9α-fluoro-17α-hydroxy-16β-methyl-5α-pregnan-20-one). Yield: 50.0%. As a reaction SMILES: [C:1]([O:4][C@H:5]1[CH2:24][CH2:23][C@@:22]2([CH3:25])[C@@H:7]([CH2:8][CH2:9][C@@H:10]3[C@@H:21]2[CH2:20][CH2:19][C@@:18]2([CH3:26])[C@H:11]3[CH2:12][C@H:13]([CH3:28])[C@:14]2([OH:27])[C:15](=[O:17])[CH3:16])[CH2:6]1)(=[O:3])[CH3:2].C(OC(=O)C)(=O)C.[F:36]C(F)(F)C([O-])=O.[Na+].[F-].[Na+].FF.S([O-])([O-])(=O)=S.[Na+].[Na+]>N1C=CC=CC=1.FC(Cl)(Cl)Cl.C(Cl)(Cl)Cl>[C:1]([O:4][C@H:5]1[CH2:24][CH2:23][C@@:22]2([CH3:25])[C@@H:7]([CH2:8][CH2:9][C@@H:10]3[C@:21]2([F:36])[CH2:20][CH2:19][C@@:18]2([CH3:26])[C@H:11]3[CH2:12][C@H:13]([CH3:28])[C@:14]2([OH:27])[C:15](=[O:17])[CH3:16])[CH2:6]1)(=[O:3])[CH3:2] |f:2.3,4.5,7.8.9|. Procedure details: 3β-Acetoxy-17α-hydroxy-16β-methyl-5α-pregnan-20-one (1 g, prepared by treatment of the corresponding 3β-ol with acetic anhydride in pyridine) was dissolved in fluorotrichloromethane (250 ml) and chloroform (200 ml) containing sodium trifluoroacetate (ca. 2 g) and sodium fluoride (ca. 2 g). The resulting solution was cooled to -78° and vigourously stirred, whereupon fluorine from four 750 cc bottles (8-10% v/v fluorine in nitrogen) was added over 9-10 hours. The reaction solution was then poured ... Reactants: Cl.FC(C1=CC=C(C=C1)[C@]12CN(C[C@@H]2C1)CCCCN1C(NC(C=C1)=O)=O)(F)F (1-(4-{(1S,5R)-1-[4-(trifluoromethyl)phenyl]-3-azabicyclo[3.1.0]hex-3-yl}butyl)-2,4(1H,3H)-pyrimidinedione hydrochloride), COC=1C=CC(=CC1)P2(=S)SP(=S)(S2)C=3C=CC(=CC3)OC (Lawesson's reagent). The solvent is COCCOC (DME). Product: Cl.S=C1NC(N(C=C1)CCCCN1C[C@]2(C[C@H]2C1)C1=CC=C(C=C1)C(F)(F)F)=O (4-thioxo-1-(4-{(1S,5R)-1-[4-(trifluoromethyl)phenyl]-3-azabicyclo[3.1.0]hex-3-yl}butyl)-3,4-dihydro-2(1H)-pyrimidinone hydrochloride). Yield: 59.8%. As a reaction SMILES: [ClH:1].[F:2][C:3]([F:29])([F:28])[C:4]1[CH:9]=[CH:8][C:7]([C@:10]23[CH2:15][C@H:14]2[CH2:13][N:12]([CH2:16][CH2:17][CH2:18][CH2:19][N:20]2[CH:25]=[CH:24][C:23](=O)[NH:22][C:21]2=[O:27])[CH2:11]3)=[CH:6][CH:5]=1.COC1C=CC(P2(SP(C3C=CC(OC)=CC=3)(=S)S2)=[S:39])=CC=1>COCCOC>[ClH:1].[S:39]=[C:23]1[CH:24]=[CH:25][N:20]([CH2:19][CH2:18][CH2:17][CH2:16][N:12]2[CH2:13][C@H:14]3[C@:10]([C:7]4[CH:8]=[CH:9][C:4]([C:3]([F:29])([F:28])[F:2])=[CH:5][CH:6]=4)([CH2:15]3)[CH2:11]2)[C:21](=[O:27])[NH:22]1 |f:0.1,4.5|. Procedure details: A solution of 1-(4-{(1S,5R)-1-[4-(trifluoromethyl)phenyl]-3-azabicyclo[3.1.0]hex-3-yl}butyl)-2,4(1H,3H)-pyrimidinedione (E5, 110 mg, 0.3 mmol) and Lawesson's reagent (184 mg, 0.5 mmol) in DME (2 mL) was stirred at reflux for 2 hours. The solvent was evaporated under vacuum. The crude was re-dissolved in ethyl acetate and washed with water. The organic phase was dried (Na2SO4) filtered and evaporated; the crude was purified by flash chromatography with DCM-MeOH—NH4OH (98-2-0.2) to give the title ... The reactants are C1OC=2C=C(C(=O)C#CC(=O)OC)C=CC2O1 (methyl 3-[3,4-(methylenedioxy)benzoyl]propiolate), [OH-].[K+] (potassium hydroxide), O (water). The solvent is O1CCCC1 (tetrahydrofuran). Conditions: time 1 hour. The product is C1OC=2C=C(C(=O)C#CC(=O)O)C=CC2O1 (3-[3,4-(methylenedioxy)-benzoyl]propiolic acid). Reaction SMILES: [CH2:1]1[O:17][C:16]2[CH:15]=[CH:14][C:5]([C:6]([C:8]#[C:9][C:10]([O:12]C)=[O:11])=[O:7])=[CH:4][C:3]=2[O:2]1.[OH-].[K+].O>O1CCCC1>[CH2:1]1[O:17][C:16]2[CH:15]=[CH:14][C:5]([C:6]([C:8]#[C:9][C:10]([OH:12])=[O:11])=[O:7])=[CH:4][C:3]=2[O:2]1 |f:1.2|. Reported procedure: A solution of 5.9 g (25.4 mmol) of methyl 3-[3,4-(methylenedioxy)benzoyl]propiolate in 60 ml of tetrahydrofuran was treated slowly at 0° with 71 ml of 3% potassium hydroxide solution and stirred at 0° for a further 1 hour The reaction mixture was treated with water and extracted once with ether. The ether phase is discarded. The aqueous phase was adjusted to pH 1 with 1N hydrochloric acid and extracted twice with ether. The combined organic phases were dried over sodium sulphate and concentrated...